Dataset: the Open Reaction Database (ORD), a public repository of structured organic reaction records. Task: describe an organic reaction: reactants, conditions, products, and yield Reactants: C=O, CC(=O)O, Nc1cc(F)ccc1C(=O)O, [H][H]. Product: CNc1cc(F)ccc1C(=O)O. Reaction SMILES: [CH2:12]=[O:13].[CH3:16][C:17](=[O:18])[OH:19].[F:1][c:2]1[cH:3][c:4]([NH2:11])[c:5]([C:6](=[O:7])[OH:8])[cH:9][cH:10]1.[H:14][H:15]>>[F:1][c:2]1[cH:3][c:4]([NH:11][CH3:12])[c:5]([C:6](=[O:7])[OH:8])[cH:9][cH:10]1. The reactants are O=C([O-])O, ClC(Cl)Cl, S=C(Cl)Cl, CC(=O)N1CCN(c2cc3nc(C(C)(C)C)sc3cc2N)CC1, [Na+]. Yields the product CC(=O)N1CCN(c2cc3nc(C(C)(C)C)sc3cc2N=C=S)CC1. Reaction SMILES: [C:24](=[O:25])([OH:26])[O-:27].[CH:33]([Cl:34])([Cl:35])[Cl:36].[Cl:29][C:30]([Cl:31])=[S:32].[NH2:1][c:2]1[cH:3][c:4]2[c:5]([n:6][c:7]([C:9]([CH3:10])([CH3:11])[CH3:12])[s:8]2)[cH:13][c:14]1[N:15]1[CH2:16][CH2:17][N:18]([C:21]([CH3:22])=[O:23])[CH2:19][CH2:20]1.[Na+:28]>>[N:1]([c:2]1[cH:3][c:4]2[c:5]([n:6][c:7]([C:9]([CH3:10])([CH3:11])[CH3:12])[s:8]2)[cH:13][c:14]1[N:15]1[CH2:16][CH2:17][N:18]([C:21]([CH3:22])=[O:23])[CH2:19][CH2:20]1)=[C:30]=[S:32]. Starting materials: [Br-].BrC[P+](C1=CC=CC=C1)(C1=CC=CC=C1)C1=CC=CC=C1 ((bromomethyl)triphenylphosphonium bromide), CC(C)([O-])C.[K+] (potassium tert-butoxide), ClC1=C(C=O)C(=CC=C1)F (2-chloro-6-fluorobenzaldehyde), O (water). Solvent: C1CCOC1 (THF), C1CCOC1 (THF). Conditions: time 30 minute. Yields the product ClC1=C(C(=CC=C1)F)C#C (1-chloro-2-ethynyl-3-fluorobenzene). As a reaction SMILES: [Br-].Br[CH2:3][P+](C1C=CC=CC=1)(C1C=CC=CC=1)C1C=CC=CC=1.CC(C)([O-])C.[K+].[Cl:29][C:30]1[CH:37]=[CH:36][CH:35]=[C:34]([F:38])[C:31]=1[CH:32]=O.O>C1COCC1>[Cl:29][C:30]1[CH:37]=[CH:36][CH:35]=[C:34]([F:38])[C:31]=1[C:32]#[CH:3] |f:0.1,2.3|. Procedure details: To a cooled solution of (bromomethyl)triphenylphosphonium bromide (3.3 g, 7.6 mmol) in THF at 0° C. was added potassium tert-butoxide (2.12 g, 18.9 mmol). The reaction was stirred for 30 minutes and a solution of 2-chloro-6-fluorobenzaldehyde (1 g, 6.31 mmol) in THF was added. The reaction was allowed to warm to room temperature overnight and water was added. The solution was extracted with ethyl acetate and the combined organic layers were dried over sodium sulfate, filtered and concentrated in... Starting materials: FC(F)(F)c1cccc(CBr)c1, O=C([O-])[O-], CC(C)=O, [K+], [K+], CC(=O)c1noc2cc(O)ccc12. The product is CC(=O)c1noc2cc(OCc3cccc(C(F)(F)F)c3)ccc12. RXN SMILES: [Br:20][CH2:21][c:22]1[cH:23][c:24]([C:28]([F:29])([F:30])[F:31])[cH:25][cH:26][cH:27]1.[C:14](=[O:15])([O-:16])[O-:17].[CH3:32][C:33](=[O:34])[CH3:35].[K+:18].[K+:19].[OH:1][c:2]1[cH:3][c:4]2[c:5]([c:6]([C:9]([CH3:10])=[O:11])[n:7][o:8]2)[cH:12][cH:13]1>>[O:1]([c:2]1[cH:3][c:4]2[c:5]([c:6]([C:9]([CH3:10])=[O:11])[n:7][o:8]2)[cH:12][cH:13]1)[CH2:21][c:22]1[cH:23][c:24]([C:28]([F:29])([F:30])[F:31])[cH:25][cH:26][cH:27]1. The product is c1ccc(COc2ccc(OCCOCC3CC3)cc2)cc1. Reactants: Oc1ccc(OCc2ccccc2)cc1, CS(=O)(=O)OCCOCC1CC1. Reaction SMILES: [CH2:1]([c:2]1[cH:3][cH:4][cH:5][cH:6][cH:7]1)[O:8][c:9]1[cH:10][cH:11][c:12]([OH:15])[cH:13][cH:14]1.[CH3:16][S:17]([O:18][CH2:21][CH2:22][O:23][CH2:24][CH:25]1[CH2:26][CH2:27]1)(=[O:19])=[O:20]>>[CH2:1]([c:2]1[cH:3][cH:4][cH:5][cH:6][cH:7]1)[O:8][c:9]1[cH:10][cH:11][c:12]([O:15][CH2:21][CH2:22][O:23][CH2:24][CH:25]2[CH2:26][CH2:27]2)[cH:13][cH:14]1. Starting materials: BrCCOCC1=CC=C(C#N)C=C1 (4-(2-bromo-ethoxymethyl)-benzonitrile), N12C[C@@H](C(CC1)CC2)OC(=O)C2(CCCCCC2)C2=CC=CC=C2 (1-phenyl -cycloheptanecarboxylic acid (R)-(1-aza-bicyclo[2.2.2]oct-3-yl)ester). Solvent: CC#N (MeCN). Reaction conditions: time 16 hour. Product: [Br-].C(#N)C1=CC=C(COCC[N+]23C[C@@H](C(CC2)CC3)OC(=O)C3(CCCCCC3)C3=CC=CC=C3)C=C1 ((R)-1-[2-(4-Cyano-benzyloxy)-ethyl]-3-(1-phenyl-cycloheptanecarbonyloxy)-1-azonia-bicyclo[2.2.2]octane bromide). Yield: 79.2%. Reaction SMILES: [Br:1][CH2:2][CH2:3][O:4][CH2:5][C:6]1[CH:13]=[CH:12][C:9]([C:10]#[N:11])=[CH:8][CH:7]=1.[N:14]12[CH2:21][CH2:20][CH:17]([CH2:18][CH2:19]1)[C@@H:16]([O:22][C:23]([C:25]1([C:32]3[CH:37]=[CH:36][CH:35]=[CH:34][CH:33]=3)[CH2:31][CH2:30][CH2:29][CH2:28][CH2:27][CH2:26]1)=[O:24])[CH2:15]2>CC#N>[Br-:1].[C:10]([C:9]1[CH:12]=[CH:13][C:6]([CH2:5][O:4][CH2:3][CH2:2][N+:14]23[CH2:21][CH2:20][CH:17]([CH2:18][CH2:19]2)[C@@H:16]([O:22][C:23]([C:25]2([C:32]4[CH:33]=[CH:34][CH:35]=[CH:36][CH:37]=4)[CH2:31][CH2:30][CH2:29][CH2:28][CH2:27][CH2:26]2)=[O:24])[CH2:15]3)=[CH:7][CH:8]=1)#[N:11] |f:3.4|. Procedure details: A mixture of 4-(2-bromo-ethoxymethyl)-benzonitrile (41 mg, 0.17 mmol) and 1-phenyl -cycloheptanecarboxylic acid (R)-(1-aza-bicyclo[2.2.2]oct-3-yl)ester (Example 14e) (51 mg) in MeCN (1 mL) was stirred at room temperature for 16 h then heated to 80° C. under nitrogen overnight. The resulting solid was filtered off, washed with ether and dried under vacuum to give the title compound (70 mg) as a white solid. Starting materials: OCC1=CC=C(C=C1)C(C)=O (1-(4-hydroxymethyl-phenyl)-ethanone), ClC1=C(C=C(CON)C=C1)C(F)(F)F (O-(4-chloro-3-trifluoromethyl-benzyl)-hydroxylamine), C(C)(=O)O (acetic acid). Run in CO (methanol). Reaction conditions: time 5 hour. The product is ClC1=C(C=C(CON=C(C)C2=CC=C(C=C2)CO)C=C1)C(F)(F)F (1-(4-hydroxymethyl-phenyl)-ethanone O-(4-chloro-3-trifluoromethyl-benzyl)-oxime). RXN SMILES: [OH:1][CH2:2][C:3]1[CH:8]=[CH:7][C:6]([C:9](=O)[CH3:10])=[CH:5][CH:4]=1.[Cl:12][C:13]1[CH:21]=[CH:20][C:16]([CH2:17][O:18][NH2:19])=[CH:15][C:14]=1[C:22]([F:25])([F:24])[F:23].C(O)(=O)C>CO>[Cl:12][C:13]1[CH:21]=[CH:20][C:16]([CH2:17][O:18][N:19]=[C:9]([C:6]2[CH:7]=[CH:8][C:3]([CH2:2][OH:1])=[CH:4][CH:5]=2)[CH3:10])=[CH:15][C:14]=1[C:22]([F:23])([F:24])[F:25]. Reported procedure: To a solution of 1-(4-hydroxymethyl-phenyl)-ethanone (1 eq) in methanol is added O-(4-chloro-3-trifluoromethyl-benzyl)-hydroxylamine (1 eq) followed by the addition of acetic acid (0.05 eq). The mixture is stirred at room temperature for 5 hours. After concentrated, the residue is purified by column chromatography (30% EtOAc in hexane) to give 1-(4-hydroxymethyl-phenyl)-ethanone O-(4-chloro-3-trifluoromethyl-benzyl)-oxime as an oil [MS: (ES+) 358.1 (M+1)+].